This data is from the Open Reaction Database (ORD), a public repository of structured organic reaction records. The task is: describe an organic reaction: reactants, conditions, products, and yield Starting materials: CI, CO, N#Cc1c(N)[nH]c(=S)c(C#N)c1-c1ccccc1. The product is CSc1nc(N)c(C#N)c(-c2ccccc2)c1C#N. Reaction SMILES: [CH3:19][I:20].[CH3:21][OH:22].[NH2:1][c:2]1[c:3]([C:17]#[N:18])[c:4](-[c:11]2[cH:12][cH:13][cH:14][cH:15][cH:16]2)[c:5]([C:9]#[N:10])[c:6](=[S:8])[nH:7]1>>[NH2:1][c:2]1[c:3]([C:17]#[N:18])[c:4](-[c:11]2[cH:12][cH:13][cH:14][cH:15][cH:16]2)[c:5]([C:9]#[N:10])[c:6]([S:8][CH3:19])[n:7]1. The product is CC=CC=CC(=O)OCCCCCCCCCCCCCCCCCC. Reaction SMILES: [C:1]([CH:2]=[CH:3][CH:4]=[CH:5][CH3:6])(=[O:7])[Cl:8].[CH2:28]1[O:29][CH2:30][CH2:31][CH2:32]1.[CH2:9]([CH2:10][CH2:11][CH2:12][CH2:13][CH2:14][CH2:15][CH2:16][CH2:17][CH2:18][CH2:19][CH2:20][CH2:21][CH2:22][CH2:23][CH2:24][CH2:25][CH3:26])[OH:27]>>[C:1]([CH:2]=[CH:3][CH:4]=[CH:5][CH3:6])(=[O:7])[O:27][CH2:9][CH2:10][CH2:11][CH2:12][CH2:13][CH2:14][CH2:15][CH2:16][CH2:17][CH2:18][CH2:19][CH2:20][CH2:21][CH2:22][CH2:23][CH2:24][CH2:25][CH3:26]. Starting materials: CC=CC=CC(=O)Cl, C1CCOC1, CCCCCCCCCCCCCCCCCCO. Starting materials: C(C)(C)(C)OC(=O)N1[C@@H](CC(C1)=NOC)C(=O)O ((2S,4EZ)-1-(tert-butoxycarbonyl)-4-(methoxyimino)-2-pyrrolidinecarboxylic acid), C1(=CC=C(C=C1)C(=O)Cl)C1=CC=CC=C1 ([1,1′-biphenyl]-4-carbonyl chloride), N1CC(CCC1)O ((3RS)-3-piperidinol). Yields the product CON=C1CN([C@@H](C1)C(=O)N1CC(CCC1)O)C(=O)C1=CC=C(C=C1)C1=CC=CC=C1 ((3EZ,5S)-1-([1,1′-biphenyl]-4-ylcarbonyl)-5-{[(3RS)-3-hydroxypiperidinyl]-carbonyl}-3-pyrrolidinone O-methyloxime). RXN SMILES: C(O[C:6]([N:8]1[CH2:12][C:11](=[N:13][O:14][CH3:15])[CH2:10][C@H:9]1[C:16]([OH:18])=O)=[O:7])(C)(C)C.[C:19]1([C:28]2[CH:33]=[CH:32][CH:31]=[CH:30][CH:29]=2)[CH:24]=[CH:23][C:22](C(Cl)=O)=[CH:21][CH:20]=1.[NH:34]1[CH2:39][CH2:38][CH2:37][CH:36]([OH:40])[CH2:35]1>>[CH3:15][O:14][N:13]=[C:11]1[CH2:10][C@@H:9]([C:16]([N:34]2[CH2:39][CH2:38][CH2:37][CH:36]([OH:40])[CH2:35]2)=[O:18])[N:8]([C:6]([C:31]2[CH:30]=[CH:29][C:28]([C:19]3[CH:20]=[CH:21][CH:22]=[CH:23][CH:24]=3)=[CH:33][CH:32]=2)=[O:7])[CH2:12]1. Procedure details: Following the general method as outlined in Example 22, starting from (2S,4EZ)-1-(tert-butoxycarbonyl)-4-(methoxyimino)-2-pyrrolidinecarboxylic acid, [1,1′-biphenyl]-4-carbonyl chloride, and (3RS)-3-piperidinol, the title compound was obtained in 78% purity by HPLC. MS(ESI+): m/z=422. Reactants: C(C)(C)(C)OC(NC1=C(C=C(C=C1)N1C=CC=C1)N)=O ((2-amino-4-pyrrol-1-yl-phenyl)-carbamic acid tert.-butyl ester), C(C)OC(CC(C1=CC(=CC=C1)N1N=NC=C1)=O)=O (3-oxo-3-(3-[1,2,3]triazol-1-yl-phenyl)-propionic acid ethyl ester). Yields the product C(C)(C)(C)OC(NC1=C(C=C(C=C1)N1C=CC=C1)NC(CC(C1=CC(=CC=C1)N1N=NC=C1)=O)=O)=O ({2-[3-oxo-3-(3-[1,2,3]Triazol-1-yl-phenyl)-propionylamino]-4-pyrrol-1-yl-phenyl}-carbamic Acid tert.-Butyl Ester), solid. As a reaction SMILES: [C:1]([O:5][C:6](=[O:20])[NH:7][C:8]1[CH:13]=[CH:12][C:11]([N:14]2[CH:18]=[CH:17][CH:16]=[CH:15]2)=[CH:10][C:9]=1[NH2:19])([CH3:4])([CH3:3])[CH3:2].C([O:23][C:24](=O)[CH2:25][C:26](=[O:38])[C:27]1[CH:32]=[CH:31][CH:30]=[C:29]([N:33]2[CH:37]=[CH:36][N:35]=[N:34]2)[CH:28]=1)C>>[C:1]([O:5][C:6](=[O:20])[NH:7][C:8]1[CH:13]=[CH:12][C:11]([N:14]2[CH:15]=[CH:16][CH:17]=[CH:18]2)=[CH:10][C:9]=1[NH:19][C:24](=[O:23])[CH2:25][C:26](=[O:38])[C:27]1[CH:32]=[CH:31][CH:30]=[C:29]([N:33]2[CH:37]=[CH:36][N:35]=[N:34]2)[CH:28]=1)([CH3:4])([CH3:2])[CH3:3]. Procedure: The title compound was prepared from (2-amino-4-pyrrol-1-yl-phenyl)-carbamic acid tert.-butyl ester (Example J2) and 3-oxo-3-(3-[1,2,3]triazol-1-yl-phenyl)-propionic acid ethyl ester (Example K1) according to the general procedure M. Obtained as a light yellow solid (140 mg). Starting materials: ON1N=NC2=C1C=CC=C2 (1-hydroxybenzotriazole), Cl.CN(CCCN=C=NCC)C (1-(3-dimethylamino-propyl)-3-ethylcarbodiimide hydrochloride), C(C)(C)(C)OC(=O)N1[C@H](C(=O)O)C[C@H](C1)CNC(=O)OC(C)(C)C (N-tert-butoxycarbonyl-trans-4-(N-tert-butoxycarbonylamino)methyl-L-Proline), N1=CC(=CC2=CC=CC=C12)NC([C@H]1N(C[C@@H](C1)NC([C@@H](CCC1=CC=CC=C1)O)=O)C([C@@H]1NC[C@H](C1)NC(CN)=O)=O)=O (trans-4-Glycylamino-D-Prolyl-trans-4-((R)-2-Hydroxy-4-Phenylbutyrylamino)-L-proline 3-Quinolylamide). Solvent: ClCCl (dichloromethane), C(C)N(CC)CC (Triethylamine), C(Cl)(Cl)Cl (chloroform). Run at time 8 hour. The product is N1=CC(=CC2=CC=CC=C12)NC([C@H]1N(C[C@@H](C1)NC([C@@H](CCC1=CC=CC=C1)O)=O)C([C@H]1N(C[C@@H](C1)CNC(=O)OC(C)(C)C)C(=O)OC(C)(C)C)=O)=O (N-tert-Butoxycarbonyl-trans-4-(N-tert-Butoxycarbonylaminomethyl)-L-Prolyl-trans-4-((R)-2-Hydroxy-4-Phenylbutyrylamino)-L-Proline 3-Quinolylamide). The yield is 78.9%. As a reaction SMILES: ON1C2C=CC=CC=2N=N1.Cl.CN(C)CCCN=C=NCC.[C:23]([O:27][C:28]([N:30]1[CH2:37][C@H:36]([CH2:38][NH:39][C:40]([O:42][C:43]([CH3:46])([CH3:45])[CH3:44])=[O:41])[CH2:35][C@H:31]1[C:32]([OH:34])=O)=[O:29])([CH3:26])([CH3:25])[CH3:24].[N:47]1[C:56]2[C:51](=[CH:52][CH:53]=[CH:54][CH:55]=2)[CH:50]=[C:49]([NH:57][C:58](=[O:89])[C@@H:59]2[CH2:63][C@@H:62]([NH:64][C:65](=[O:76])[C@H:66]([OH:75])[CH2:67][CH2:68][C:69]3[CH:74]=[CH:73][CH:72]=[CH:71][CH:70]=3)[CH2:61][N:60]2C(=O)[C@H]2C[C@H](NC(=O)CN)CN2)[CH:48]=1>ClCCl.C(Cl)(Cl)Cl.C(N(CC)CC)C>[N:47]1[C:56]2[C:51](=[CH:52][CH:53]=[CH:54][CH:55]=2)[CH:50]=[C:49]([NH:57][C:58](=[O:89])[C@@H:59]2[CH2:63][C@@H:62]([NH:64][C:65](=[O:76])[C@H:66]([OH:75])[CH2:67][CH2:68][C:69]3[CH:74]=[CH:73][CH:72]=[CH:71][CH:70]=3)[CH2:61][N:60]2[C:32](=[O:34])[C@@H:31]2[CH2:35][C@@H:36]([CH2:38][NH:39][C:40]([O:42][C:43]([CH3:45])([CH3:44])[CH3:46])=[O:41])[CH2:37][N:30]2[C:28]([O:27][C:23]([CH3:25])([CH3:24])[CH3:26])=[O:29])[CH:48]=1 |f:1.2|. Procedure details: Triethylamine (36 μL), 1-hydroxybenzotriazole (9 mg) and 1-(3-dimethylamino-propyl)-3-ethylcarbodiimide hydrochloride (49 mg) were added to a stirred solution of N-tert-butoxycarbonyl-trans-4-(N-tert-butoxycarbonylamino)methyl-L-Proline (D, 80 mg) and trans-4-((R)-2-hydroxy-4-phenylbutrylamino)-L-proline 3-quinolylamide (CompoundDlol (H), 97 mg) in dichloromethane (4 mL) at 0° C. The mixture was stirred at room temperature overnight. The reaction mixture was diluted with chloroform and washed wi... Starting materials: CC(C)(C)OC(=O)NCc1ccccc1S(C)(=O)=O, ClC(Cl)Cl, Cl, C1COCCO1. The product is Cl, CS(=O)(=O)c1ccccc1CN. As a reaction SMILES: [C:1]([O:2][C:3](=[O:4])[NH:7][CH2:8][c:9]1[c:10]([S:15](=[O:16])(=[O:17])[CH3:18])[cH:11][cH:12][cH:13][cH:14]1)([CH3:5])([CH3:6])[CH3:19].[Cl:27][CH:28]([Cl:29])[Cl:30].[ClH:20].[O:21]1[CH2:22][CH2:23][O:24][CH2:25][CH2:26]1>>[ClH:20].[NH2:7][CH2:8][c:9]1[c:10]([S:15](=[O:16])(=[O:17])[CH3:18])[cH:11][cH:12][cH:13][cH:14]1.